This data is from the Open Reaction Database (ORD), a public repository of structured organic reaction records. The task is: describe an organic reaction: reactants, conditions, products, and yield Reactants: ClC1=CC=C(C(=O)C2=NC=CC3=CC=CC=C23)C=C1 (1-(4-chlorobenzoyl)-isoquinoline), C1(=CC=C(C=C1)S(=O)(=O)ON)C (O-(p-toluenesulfonyl)-hydroxylamine). Yields the product C1(=CC=C(C=C1)S(=O)(=O)[O-])C.N[N+]1=C(C2=CC=CC=C2C=C1)C(C1=CC=C(C=C1)Cl)=O (2-amino-1-(4-chlorobenzoyl)-isoquinolinium-p-toluene sulfonate). The yield is 88.5%. As a reaction SMILES: [Cl:1][C:2]1[CH:19]=[CH:18][C:5]([C:6]([C:8]2[C:17]3[C:12](=[CH:13][CH:14]=[CH:15][CH:16]=3)[CH:11]=[CH:10][N:9]=2)=[O:7])=[CH:4][CH:3]=1.[C:20]1([CH3:31])[CH:25]=[CH:24][C:23]([S:26]([O:29][NH2:30])(=[O:28])=[O:27])=[CH:22][CH:21]=1>>[C:20]1([CH3:31])[CH:21]=[CH:22][C:23]([S:26]([O-:29])(=[O:27])=[O:28])=[CH:24][CH:25]=1.[NH2:30][N+:9]1[CH:10]=[CH:11][C:12]2[C:17](=[CH:16][CH:15]=[CH:14][CH:13]=2)[C:8]=1[C:6](=[O:7])[C:5]1[CH:4]=[CH:3][C:2]([Cl:1])=[CH:19][CH:18]=1 |f:2.3|. Procedure details: The 1-(4-chlorobenzoyl)-isoquinoline prepared as described above is reacted with O-(p-toluenesulfonyl)-hydroxylamine as described in paragraph 3 of Example 1. The 2-amino-1-(4-chlorobenzoyl)-isoquinolinium-p-toluene sulfonate is obtained with a yield of 88.5%. The reactants are CO, O=C1CC=CC2CCCC(c3ccccc3F)N12, [H][H], O=[Pt]. The product is O=C1CCCC2CCCC(c3ccccc3F)N12. RXN SMILES: [CH3:21][OH:22].[F:1][c:2]1[c:3]([CH:8]2[N:9]3[C:10](=[O:18])[CH2:11][CH:12]=[CH:13][CH:14]3[CH2:15][CH2:16][CH2:17]2)[cH:4][cH:5][cH:6][cH:7]1.[H:19][H:20].[Pt:23]=[O:24]>>[F:1][c:2]1[c:3]([CH:8]2[N:9]3[C:10](=[O:18])[CH2:11][CH2:12][CH2:13][CH:14]3[CH2:15][CH2:16][CH2:17]2)[cH:4][cH:5][cH:6][cH:7]1. Reactants: [N+](=O)([O-])C=1C=C(C(=CC1)F)C=1OC2=C(N1)C=C(C=C2)Cl (2-(3-nitro-6-fluorophenyl)-5-chlorobenzoxazole), C(CC)N (propylamine). Yields the product [N+](=O)([O-])C=1C=C(C(=CC1)NCCC)C=1OC2=C(N1)C=C(C=C2)Cl (2-(3-Nitro-6-propylaminophenyl)-5-chlorobenzoxazole). As a reaction SMILES: [N+:1]([C:4]1[CH:5]=[C:6]([C:11]2[O:12][C:13]3[CH:19]=[CH:18][C:17]([Cl:20])=[CH:16][C:14]=3[N:15]=2)[C:7](F)=[CH:8][CH:9]=1)([O-:3])=[O:2].[CH2:21]([NH2:24])[CH2:22][CH3:23]>>[N+:1]([C:4]1[CH:5]=[C:6]([C:11]2[O:12][C:13]3[CH:19]=[CH:18][C:17]([Cl:20])=[CH:16][C:14]=3[N:15]=2)[C:7]([NH:24][CH2:21][CH2:22][CH3:23])=[CH:8][CH:9]=1)([O-:3])=[O:2]. Reported procedure: Prepared by the method of Example 54a), from 2-(3-nitro-6-fluorophenyl)-5-chlorobenzoxazole (263 mg, 0.9 mmol) and propylamine (400 μL, 5.0 mmol) the subtitle compound was obtained (296 mg, 99%). 1H NMR (DMSO) δ 9.33(t, 1H), 9.02(s, 1H), 8.44(dd, 1H), 8.16–8.11(m, 2H), 7.75(dd, 1H), 7.29(d, 1H), 3.67(q, 2H), 1.97(m, 2H), 1.28(t, 3H). The reactants are NC=1C=C(C(=C(C1)[C@]1(N=C(O[C@@H](C1)C(F)(F)F)N)C)F)Cl ((4S,6S)-4-(5-amino-3-chloro-2-fluorophenyl)-4-methyl-6-(trifluoromethyl)-5,6-dihydro-4H-1,3-oxazin-2-amine), C(#N)C=1C=CC(=NC1)C(=O)O (5-cyano-2-pyridinecarboxylic acid), C(CC)P1(OP(OP(O1)(CCC)=O)(CCC)=O)=O (2,4,6-tripropyl-1,3,5,2,4,6-trioxatriphosphinane 2,4,6-trioxide). The solvent is n,n-Dimethylformamide. Conditions: time 1.5 hour. Yields the product NC=1O[C@@H](C[C@@](N1)(C)C=1C=C(C=C(C1F)Cl)NC(C1=NC=C(C=C1)C#N)=O)C(F)(F)F (N-(3-((4S,6S)-2-amino-4-methyl-6-(trifluoromethyl)-5,6-dihydro-4H-1,3-oxazin-4-yl)-5-chloro-4-fluorophenyl)-5-cyanopicolinamide). The yield is 68.5%. As a reaction SMILES: [NH2:1][C:2]1[CH:3]=[C:4]([Cl:21])[C:5]([F:20])=[C:6]([C@:8]2([CH3:19])[CH2:13][C@@H:12]([C:14]([F:17])([F:16])[F:15])[O:11][C:10]([NH2:18])=[N:9]2)[CH:7]=1.[C:22]([C:24]1[CH:25]=[CH:26][C:27]([C:30](O)=[O:31])=[N:28][CH:29]=1)#[N:23].C(P1(=O)OP(=O)(CCC)OP(=O)(CCC)O1)CC>>[NH2:18][C:10]1[O:11][C@H:12]([C:14]([F:17])([F:16])[F:15])[CH2:13][C@:8]([C:6]2[CH:7]=[C:2]([NH:1][C:30](=[O:31])[C:27]3[CH:26]=[CH:25][C:24]([C:22]#[N:23])=[CH:29][N:28]=3)[CH:3]=[C:4]([Cl:21])[C:5]=2[F:20])([CH3:19])[N:9]=1. Reported procedure: To a cooled (ice bath) solution of (4S,6S)-4-(5-amino-3-chloro-2-fluorophenyl)-4-methyl-6-(trifluoromethyl)-5,6-dihydro-4H-1,3-oxazin-2-amine (0.090 g, 0.276 mmol) and 5-cyano-2-pyridinecarboxylic acid (0.060 g, 0.405 mmol) in n,n-Dimethylformamide (1.5 mL) was added dropwise 2,4,6-tripropyl-1,3,5,2,4,6-trioxatriphosphinane 2,4,6-trioxide (0.352 mL, 0.553 mmol). After stirred for 1.5 h, reaction went to completion. The reaction mixture was quenched with saturated NaHCO3 and diluted with water. T... Starting materials: C(C(=O)[O-])(=O)[O-] (oxalate), CN1C(N(C(C=C1N1CCN(CC1)CCO)=O)C)=O (1,3-dimethyl-6-[4-(2-hydroxyethyl)piperazine-1-yl]-2,4(1H,3H)-pyrimidinedione), CN1C(N(C(C=C1N1CCN(CC1)CCO)=O)C)=O (1,3-dimethyl-6-[4-(2-hydroxyethyl)piperazine-1-yl]-2,4(1H,3H)-pyrimidinedione), OC=1C=CC2=C(C(C=C(O2)C2=CC=CC=C2)=O)C1 (6-hydroxy-2-phenyl-4-oxo-4H-1-benzopyran), OC=1C=CC2=C(C(C=C(O2)C2=CC=CC=C2)=O)C1 (6-hydroxy-2-phenyl-4-oxo-4H-1-benzopyran), C1(=CC=CC=C1)P(C1=CC=CC=C1)C1=CC=CC=C1 (triphenylphosphine), N(=NC(=O)OCC)C(=O)OCC (diethyl azodicarboxylate). The solvent is O1CCCC1 (tetrahydrofuran). Product: CN1C(N(C(C=C1N1CCN(CC1)CCOC=1C=CC2=C(C(C=C(O2)C2=CC=CC=C2)=O)C1)=O)C)=O (1,3-dimethyl-6-(4-[2-(2-phenyl-4-oxo-4H-1-benzopyran-6-yl)oxyethyl]piperazine-1-yl)-2,4(1H,3H)-pyrimidinedione). Isolated yield 61.1%. Reaction SMILES: [CH3:1][N:2]1[C:7]([N:8]2[CH2:13][CH2:12][N:11]([CH2:14][CH2:15][OH:16])[CH2:10][CH2:9]2)=[CH:6][C:5](=[O:17])[N:4]([CH3:18])[C:3]1=[O:19].O[C:21]1[CH:22]=[CH:23][C:24]2[O:29][C:28]([C:30]3[CH:35]=[CH:34][CH:33]=[CH:32][CH:31]=3)=[CH:27][C:26](=[O:36])[C:25]=2[CH:37]=1.C1(P(C2C=CC=CC=2)C2C=CC=CC=2)C=CC=CC=1.N(C(OCC)=O)=NC(OCC)=O.C([O-])(=O)C([O-])=O>O1CCCC1>[CH3:1][N:2]1[C:7]([N:8]2[CH2:13][CH2:12][N:11]([CH2:14][CH2:15][O:16][C:21]3[CH:22]=[CH:23][C:24]4[O:29][C:28]([C:30]5[CH:31]=[CH:32][CH:33]=[CH:34][CH:35]=5)=[CH:27][C:26](=[O:36])[C:25]=4[CH:37]=3)[CH2:10][CH2:9]2)=[CH:6][C:5](=[O:17])[N:4]([CH3:18])[C:3]1=[O:19]. Procedure: The same procedure as in Example 8-(2) was effected so as to react and treat 0.8 g of 1,3-dimethyl-6-[4-(2-hydroxyethyl)piperazine-1-yl]-2,4(1H,3H)-pyrimidinedione (Compound 30), 1.19 g of 6-hydroxy-2-phenyl-4-oxo-4H-1-benzopyran (Compound 27), 40 ml of tetrahydrofuran containing 1.05 g of triphenylphosphine and 0.63 ml of diethyl azodicarboxylate, in order to obtain 0.89 g (yield 58%) of 1,3-dimethyl-6-(4-[2-(2-phenyl-4-oxo-4H-1-benzopyran-6-yl)oxyethyl]piperazine-1-yl)-2,4(1H,3H)-pyrimidinedio... Starting materials: C(CCCCCCCCCCC)N1N=C(N=N1)C(C(=O)OCC)(C1=CC=CC=C1)O (2-dodecyl-α-hydroxy-α-phenyl-2H-tetrazole-5-acetic acid, ethyl ester), C(C)S(N)(CC)(F)(F)F (diethyl amino sulfur trifluoride). The solvent is C(Cl)Cl (CH2Cl2), C(Cl)Cl (CH2Cl2). Run at temperature -78 celsius, time 60 minute. Yields the product C(CCCCCCCCCCC)N1N=C(N=N1)C(C(=O)OCC)(C1=CC=CC=C1)F (2-Dodecyl-α-fluoro-α-phenyl-2H-tetrazole-5-acetic acid, ethyl ester). Yield: 66.4%. Reaction SMILES: [CH2:1]([N:13]1[N:17]=[N:16][C:15]([C:18](O)([C:24]2[CH:29]=[CH:28][CH:27]=[CH:26][CH:25]=2)[C:19]([O:21][CH2:22][CH3:23])=[O:20])=[N:14]1)[CH2:2][CH2:3][CH2:4][CH2:5][CH2:6][CH2:7][CH2:8][CH2:9][CH2:10][CH2:11][CH3:12].C(S(F)(F)([F:37])(CC)N)C>C(Cl)Cl>[CH2:1]([N:13]1[N:17]=[N:16][C:15]([C:18]([F:37])([C:24]2[CH:29]=[CH:28][CH:27]=[CH:26][CH:25]=2)[C:19]([O:21][CH2:22][CH3:23])=[O:20])=[N:14]1)[CH2:2][CH2:3][CH2:4][CH2:5][CH2:6][CH2:7][CH2:8][CH2:9][CH2:10][CH2:11][CH3:12]. Procedure details: A solution of 2-dodecyl-α-hydroxy-α-phenyl-2H-tetrazole-5-acetic acid, ethyl ester (0.45 g, 1.08 mmole) in CH2Cl2 (2 mL) was added dropwise to a -78° C. solution of diethyl amino sulfur trifluoride (DAST, J. Org. Chem. 1975;(40):574:578, 0.15 mL, 1.1 mmole) in CH2Cl2 (1 mL) under dry nitrogen. The mixture was stirred for 60 minutes at -78° C. before the cooling bath was removed and the solution allowed to warm to room temperature, where it was stirred an additional 3 hours. The mixture was poure... The reactants are BrC=1C(=C(C=CC1)NC(C=NO)=O)OC (N-(3-Bromo-2-methoxy-phenyl)-2-hydroxyimino-acetamide), OS(=O)(=O)O (H2SO4), ice water. The product is BrC1=CC=C2C(C(NC2=C1OC)=O)=O (6-Bromo-7-methoxy-1H-indole-2,3-dione). RXN SMILES: [Br:1][C:2]1[C:3]([O:14][CH3:15])=[C:4]([NH:8][C:9](=[O:13])[CH:10]=NO)[CH:5]=[CH:6][CH:7]=1.[OH:16]S(O)(=O)=O>>[Br:1][C:2]1[C:3]([O:14][CH3:15])=[C:4]2[C:5]([C:10](=[O:16])[C:9](=[O:13])[NH:8]2)=[CH:6][CH:7]=1. Reported procedure: A mixture of N-(3-Bromo-2-methoxy-phenyl)-2-hydroxyimino-acetamide (36 g, 0.132 mol), conc.H2SO4 (193 mL) is stirred at 80° C. for 1 hour. After reaction, poured the reaction mixture into ice water (2 L). The mixture is filtered and the solid is dried under vacuum to give the desired product. Reactants: COc1ccc(COCCl)cc1, CCOC(=O)C(C(=O)OCC)c1ccc(F)c(F)c1, [H-], [Na+], C1CCOC1. The product is CCOC(=O)C(COCc1ccc(OC)cc1)(C(=O)OCC)c1ccc(F)c(F)c1. RXN SMILES: [Cl:22][CH2:23][O:24][CH2:25][c:26]1[cH:27][cH:28][c:29]([O:32][CH3:33])[cH:30][cH:31]1.[F:1][c:2]1[cH:3][c:4]([CH:9]([C:10](=[O:11])[O:12][CH2:13][CH3:14])[C:15](=[O:16])[O:17][CH2:18][CH3:19])[cH:5][cH:6][c:7]1[F:8].[H-:20].[Na+:21].[O:34]1[CH2:35][CH2:36][CH2:37][CH2:38]1>>[F:1][c:2]1[cH:3][c:4]([C:9]([C:10](=[O:11])[O:12][CH2:13][CH3:14])([C:15](=[O:16])[O:17][CH2:18][CH3:19])[CH2:23][O:24][CH2:25][c:26]2[cH:27][cH:28][c:29]([O:32][CH3:33])[cH:30][cH:31]2)[cH:5][cH:6][c:7]1[F:8]. The reactants are CCC(=O)Nc1cc(C)c(-c2ccc(OC(F)(F)F)cc2OC)nc1OC, [H-], CCCI, [Na+], CN(C)C=O, O. Product: CCCN(C(=O)CC)c1cc(C)c(-c2ccc(OC(F)(F)F)cc2OC)nc1OC. RXN SMILES: [CH3:3][O:4][c:5]1[n:6][c:7](-[c:17]2[c:18]([O:28][CH3:29])[cH:19][c:20]([O:23][C:24]([F:25])([F:26])[F:27])[cH:21][cH:22]2)[c:8]([CH3:16])[cH:9][c:10]1[NH:11][C:12]([CH2:13][CH3:14])=[O:15].[H-:2].[I:30][CH2:31][CH2:32][CH3:33].[Na+:1].[O:35]=[CH:36][N:37]([CH3:38])[CH3:39].[OH2:34]>>[CH3:3][O:4][c:5]1[n:6][c:7](-[c:17]2[c:18]([O:28][CH3:29])[cH:19][c:20]([O:23][C:24]([F:25])([F:26])[F:27])[cH:21][cH:22]2)[c:8]([CH3:16])[cH:9][c:10]1[N:11]([C:12]([CH2:13][CH3:14])=[O:15])[CH2:31][CH2:32][CH3:33].